Dataset: the Open Reaction Database (ORD), a public repository of structured organic reaction records. Task: describe an organic reaction: reactants, conditions, products, and yield Starting materials: CCO, [Cl-], ClCCl, CC(=O)c1ccc([N+](=O)[O-])cc1Cl, [Fe], [NH4+], O. Yields the product CC(=O)c1ccc(N)cc1Cl. Reaction SMILES: [CH3:19][CH2:20][OH:21].[Cl-:1].[Cl:16][CH2:17][Cl:18].[Cl:3][c:4]1[c:5]([C:13]([CH3:14])=[O:15])[cH:6][cH:7][c:8]([N+:10]([O-:11])=[O:12])[cH:9]1.[Fe:23].[NH4+:2].[OH2:22]>>[Cl:3][c:4]1[c:5]([C:13]([CH3:14])=[O:15])[cH:6][cH:7][c:8]([NH2:10])[cH:9]1.